From a dataset of the Open Reaction Database (ORD), a public repository of structured organic reaction records. describe an organic reaction: reactants, conditions, products, and yield Starting materials: intermediate 19, C1(CCCC1)C1=C(C=CC=C1)O (2-cyclopentyl-phenol), COC(C(CC1CCCC1)Br)=O (2-bromo-3-cyclopentyl-propionic acid methyl ester), ClC=1C(N(N=CC1Cl)C1OCCCC1)=O (4,5-dichloro-2-(tetrahydropyran-2-yl)-2H-pyridazin-3-one), ClC=1C(N(N=CC1Cl)C1OCCCC1)=O (4,5-dichloro-2-(tetrahydropyran-2-yl)-2H-pyridazin-3-one), COC(C(CC1CCCC1)Br)=O (2-bromo-3-cyclopentyl-propionic acid methyl ester). Product: C1(CCCC1)CC(C(=O)O)N1N=CC(=CC1=O)OC1=C(C=CC=C1)C1CCCC1 (3-cyclopentyl-2-[4-(2-cyclopentyl-phenoxy)-6-oxo-6H-pyridazin-1-yl]-propionic acid). Isolated yield 88.0%. Reaction SMILES: Cl[C:2]1[C:3](=[O:15])[N:4](C2CCCCO2)[N:5]=[CH:6][C:7]=1Cl.[CH:16]1([C:21]2[CH:26]=[CH:25][CH:24]=[CH:23][C:22]=2[OH:27])[CH2:20][CH2:19][CH2:18][CH2:17]1.C[O:29][C:30](=[O:39])[CH:31](Br)[CH2:32][CH:33]1[CH2:37][CH2:36][CH2:35][CH2:34]1>>[CH:33]1([CH2:32][CH:31]([N:4]2[C:3](=[O:15])[CH:2]=[C:7]([O:27][C:22]3[CH:23]=[CH:24][CH:25]=[CH:26][C:21]=3[CH:16]3[CH2:17][CH2:18][CH2:19][CH2:20]3)[CH:6]=[N:5]2)[C:30]([OH:29])=[O:39])[CH2:37][CH2:36][CH2:35][CH2:34]1. Procedure: In an analogous manner to the stepwise sequence outlined in intermediate 19, starting from 4,5-dichloro-2-(tetrahydropyran-2-yl)-2H-pyridazin-3-one (Intermediate 20) and 2-cyclopentyl-phenol and alkylating with 2-bromo-3-cyclopentyl-propionic acid methyl ester (Intermediate 10) afforded 3-cyclopentyl-2-[4-(2-cyclopentyl-phenoxy)-6-oxo-6H-pyridazin-1-yl]-propionic acid (12.89 g, 88%) as a white solid; LC-MS [M+H+]=397; HPLC (0.1% trifluoroacetic acid in acetonitrile/water, 50%-100% acetonitrile, ... Starting materials: ClC(F)F (Chlorodifluoromethane), C(C)NC1=NC(=NC(=N1)O)NC(C)C (2-ethylamino-4-hydroxy-6-isopropylamino-1,3,5-triazine), [OH-].[K+] (potassium hydroxide), COCCOCCOC (diethylene glycol dimethyl ether), C(C)NC1=NC(=NC(=N1)O)NC(C)C (2-ethylamino-4-hydroxy-6-isopropylamino-1,3,5-triazine). Run in O (water). Reaction conditions: temperature 90 celsius. Product: FC(OC1=NC(=NC(=N1)NCC)NC(C)C)F (2-difluoromethoxy-4-ethylamino-6-isopropylamino-1,3,5-triazine). RXN SMILES: [CH2:1]([NH:3][C:4]1[N:9]=[C:8]([OH:10])[N:7]=[C:6]([NH:11][CH:12]([CH3:14])[CH3:13])[N:5]=1)[CH3:2].[OH-].[K+].COCCOCCOC.Cl[CH:27]([F:29])[F:28]>O>[F:28][CH:27]([F:29])[O:10][C:8]1[N:9]=[C:4]([NH:3][CH2:1][CH3:2])[N:5]=[C:6]([NH:11][CH:12]([CH3:13])[CH3:14])[N:7]=1 |f:1.2|. Procedure details: A mixture of 200 g (1.02 moles) of 2-ethylamino-4-hydroxy-6-isopropylamino-1,3,5-triazine, 454 g (8.11 moles) of potassium hydroxide, 1150 ml of diethylene glycol dimethyl ether and 1150 ml of water was vigorously stirred, and heated to 90° C. Chlorodifluoromethane gas was blown into the reaction mixture until 2-ethylamino-4-hydroxy-6-isopropylamino-1,3,5-triazine was no longer detected by thin-layer chromatography. After the reaction, the reaction mixture was cooled to room temperature, extract... The reactants are ClC1=NC=CC(=N1)OC (2-chloro-4-methoxypyrimidine), C(=O)OCC (ethyl formate), CC1(NC(CCC1)(C)C)C (2,2,6,6-Tetramethylpiperidine), C(CCC)[Li] (n-butyl lithium). Solvent: O1CCCC1 (THF), O1CCCC1 (THF), O1CCCC1 (tetrahydrofuran). Reaction conditions: temperature 0 celsius, time 45 minute. Product: ClC1=NC=C(C(=N1)OC)C=O (2-chloro-4-methoxypyrimidine-5-carboxaldehyde). Isolated yield 48.3%. RXN SMILES: CC1(C)CCCC(C)(C)N1.C([Li])CCC.[Cl:16][C:17]1[N:22]=[C:21]([O:23][CH3:24])[CH:20]=[CH:19][N:18]=1.[CH:25](OCC)=[O:26]>O1CCCC1>[Cl:16][C:17]1[N:22]=[C:21]([O:23][CH3:24])[C:20]([CH:25]=[O:26])=[CH:19][N:18]=1. Procedure: 2,2,6,6-Tetramethylpiperidine (2.7 ml, 2.25 g, 16.0 mmol) was added to a solution of n-butyl lithium (n-BuLi) (10 ml, 16.0 mmol, 1.6M in hexanes) in tetrahydrofuran (THF) (100 ml) at -78° C. The solution was allowed to warm to 0° C. and stirred for 45 minutes, cooled to -78° C. and 2-chloro-4-methoxypyrimidine (726 mg, 5.04 mmol) in THF (20 ml) was added dropwise. The solution was then stirred for 1 hour. Then, ethyl formate (0.50 ml, 0.46 g, 6.2 mmol) in THF (20 ml) was added dropwise and the s... Reactants: Cc1cc(N2CCOCC2)cc(C)c1N, CCCCC(=O)O, CCOC(C)=O, CN(C)C=O, CCN(C(C)C)C(C)C. Yields the product CCCCC(=O)Nc1c(C)cc(N2CCOCC2)cc1C. RXN SMILES: [CH3:17][c:18]1[c:19]([NH2:31])[c:20]([CH3:30])[cH:21][c:22]([N:24]2[CH2:25][CH2:26][O:27][CH2:28][CH2:29]2)[cH:23]1.[CH3:1][CH2:2][CH2:3][CH2:4][C:5]([OH:6])=[O:7].[CH3:32][CH2:33][O:34][C:35](=[O:36])[CH3:37].[CH3:38][N:39]([CH3:40])[CH:41]=[O:42].[CH:8]([N:9]([CH2:10][CH3:11])[CH:12]([CH3:13])[CH3:14])([CH3:15])[CH3:16]>>[CH3:1][CH2:2][CH2:3][CH2:4][C:5](=[O:7])[NH:31][c:19]1[c:18]([CH3:17])[cH:23][c:22]([N:24]2[CH2:25][CH2:26][O:27][CH2:28][CH2:29]2)[cH:21][c:20]1[CH3:30]. Starting materials: C(C)(C)(C)OC(=O)N1CCC(CC1)S (4-Mercapto-piperidine-1-carboxylic acid tert-butyl ester), BrC=1C=C2C=CN=CC2=CC1Cl (6-Bromo-7-chloro-isoquinoline), C1CCC2=NCCCN2CC1 (DBU). Reaction conditions: temperature 80 celsius, time 90 minute. Yields the product C(C)(C)(C)OC(=O)N1CCC(CC1)SC=1C=C2C=CN=CC2=CC1Cl (4-(7-Chloro-isoquinolin-6-ylsulfanyl)-piperidine-1-carboxylic acid tert-butyl ester). Yield: 73.6%. RXN SMILES: [C:1]([O:5][C:6]([N:8]1[CH2:13][CH2:12][CH:11]([SH:14])[CH2:10][CH2:9]1)=[O:7])([CH3:4])([CH3:3])[CH3:2].Br[C:16]1[CH:17]=[C:18]2[C:23](=[CH:24][C:25]=1[Cl:26])[CH:22]=[N:21][CH:20]=[CH:19]2.C1CCN2C(=NCCC2)CC1>>[C:1]([O:5][C:6]([N:8]1[CH2:13][CH2:12][CH:11]([S:14][C:16]2[CH:17]=[C:18]3[C:23](=[CH:24][C:25]=2[Cl:26])[CH:22]=[N:21][CH:20]=[CH:19]3)[CH2:10][CH2:9]1)=[O:7])([CH3:4])([CH3:2])[CH3:3]. Procedure: To 1.78 g of crude 4-Mercapto-piperidine-1-carboxylic acid tert-butyl ester (273) were dissolved in 20 ml degassed DMF was added 1.3 g (7.1 mmol) 6-Fluoro-7-chloroisoquinoline (263) and 1.23 ml (8.2 mmol) DBU. After stirring for 90 min at 80° C. the solvent was evaporated. The residue was taken up in ethyl acetate and washed with brine. The organic phases were dried over Sodium sulfate and evaporated. Purification over silica gel (40% to 60% ethyl acetate in heptane) gave 1.98 g of the expected ... Reactants: C(C)(C)(C)C=1C=C(C2=C(C(CC(O2)C(=O)OCC)=O)C1)C(C)(C)C (6,8-di-t-butyl-2,3-dihydro-4-oxo-4H-1-benzopyran-2-carboxylic acid, ethyl ester), C(C)(=O)O (acetic acid), C(C)(=O)[O-].C(C)(=O)[O-].C(C)(=O)[O-].C(C)(=O)[O-].[Pb+4] (lead tetracetate), C1(=CC=CC=C1)C (toluene). The solvent is C(C)O (ethanol). Reaction conditions: time 3.25 hour. The product is C(C)(C)(C)C=1C=C(C2=C(C(C=C(O2)C(=O)OCC)=O)C1)C(C)(C)C (6,8-di-t-butyl-4-oxo-4H-1-benzopyran-2-carboxylic acid, ethyl ester). As a reaction SMILES: [C:1]([C:5]1[CH:6]=[C:7]([C:21]([CH3:24])([CH3:23])[CH3:22])[C:8]2[O:13][CH:12]([C:14]([O:16][CH2:17][CH3:18])=[O:15])[CH2:11][C:10](=[O:19])[C:9]=2[CH:20]=1)([CH3:4])([CH3:3])[CH3:2].C(O)(=O)C.C([O-])(=O)C.C([O-])(=O)C.C([O-])(=O)C.C([O-])(=O)C.[Pb+4].C1(C)C=CC=CC=1>C(O)C>[C:1]([C:5]1[CH:6]=[C:7]([C:21]([CH3:22])([CH3:24])[CH3:23])[C:8]2[O:13][C:12]([C:14]([O:16][CH2:17][CH3:18])=[O:15])=[CH:11][C:10](=[O:19])[C:9]=2[CH:20]=1)([CH3:4])([CH3:3])[CH3:2] |f:2.3.4.5.6|. Procedure: A mixture of 3.32 parts of 6,8-di-t-butyl-2,3-dihydro-4-oxo-4H-1-benzopyran-2-carboxylic acid, ethyl ester and 9.9 parts of lead tetraccetate was refluxed in 30 parts of glacial acetic acid for 6.5 hours. A further 9.9 parts of lead tetracetate were added and the reflux was continued for another 3.25 hours. After cooling, the reaction mixture was extracted with ether. The ether extract was washed with sodium bicarbonate solution and water and was dried. Evaporation of the ether gave an oil which... The reactants are FC(C=1C=C(C=C(C1)C(F)(F)F)CN(C(=O)N1[C@H](C[C@]2(CCC(N2)C(=O)OC)CC1)C1=C(C=C(C=C1)F)C)C)(F)F (methyl(5S,7R)-8-{[{[3,5-bis(trifluoromethyl)phenyl]methyl}(methyl)amino]carbonyl}-7-(4-fluoro-2-methylphenyl)-1,8-diazaspiro[4.5]decane-2-carboxylate), FC(C=1C=C(C=C(C1)C(F)(F)F)CN(C(=O)N1[C@H](C[C@]2(CCC(N2)C(=O)OC)CC1)C1=C(C=C(C=C1)F)C)C)(F)F (methyl(5S,7R)-8-{[{[3,5-bis(trifluoromethyl)phenyl]methyl}(methyl)amino]carbonyl}-7-(4-fluoro-2-methylphenyl)-1,8-diazaspiro[4.5]decane-2-carboxylate), CO (MeOH), N (ammonia). Yields the product FC(C=1C=C(C=C(C1)C(F)(F)F)CN(C(=O)N1[C@H](C[C@]2(CC[C@@H](N2)C(=O)N)CC1)C1=C(C=C(C=C1)F)C)C)(F)F ((2R,5S,7R)—N8-{[3,5-bis(trifluoromethyl)phenyl]methyl}-7-(4-fluoro-2-methylphenyl)-N8-methyl-1,8-diazaspiro[4.5]decane-2,8-dicarboxamide). Yield: 87.0%. As a reaction SMILES: [F:1][C:2]([F:41])([F:40])[C:3]1[CH:4]=[C:5]([CH2:13][N:14]([CH3:39])[C:15]([N:17]2[CH2:30][CH2:29][C@:20]3([NH:24][CH:23]([C:25]([O:27]C)=O)[CH2:22][CH2:21]3)[CH2:19][C@@H:18]2[C:31]2[CH:36]=[CH:35][C:34]([F:37])=[CH:33][C:32]=2[CH3:38])=[O:16])[CH:6]=[C:7]([C:9]([F:12])([F:11])[F:10])[CH:8]=1.CO.[NH3:44]>>[F:1][C:2]([F:40])([F:41])[C:3]1[CH:4]=[C:5]([CH2:13][N:14]([CH3:39])[C:15]([N:17]2[CH2:30][CH2:29][C@:20]3([NH:24][C@@H:23]([C:25]([NH2:44])=[O:27])[CH2:22][CH2:21]3)[CH2:19][C@@H:18]2[C:31]2[CH:36]=[CH:35][C:34]([F:37])=[CH:33][C:32]=2[CH3:38])=[O:16])[CH:6]=[C:7]([C:9]([F:12])([F:11])[F:10])[CH:8]=1. Procedure details: In a sealed tube a solution of methyl(5S,7R)-8-{[{[3,5-bis(trifluoromethyl)phenyl]methyl}(methyl)amino]carbonyl}-7-(4-fluoro-2-methylphenyl)-1,8-diazaspiro[4.5]decane-2-carboxylate (Intermediate 22, 63 mg, 0.107 mmol) in 7 N ammonia solution in MeOH (5 ml, 35.0 mmol) was shaken overnight. The solvent was evaporated to dryness and the crude was purified by flash-chromatography [Si cartridge (5 g), from 1:0 to 95:5 DCM/MeOH] to give the title compound (53.5 mg, 0.093 mmol, 87% yield) as a white so...